From a dataset of the Open Reaction Database (ORD), a public repository of structured organic reaction records. describe an organic reaction: reactants, conditions, products, and yield Reactants: COc1ccc(C(=O)c2ccc(Br)cc2)c(F)c1, O=C([O-])O, SCc1ccccc1, C1CCOC1, [Cl-], [K], [NH4+], [Na+]. The product is COc1ccc(C(=O)c2ccc(Br)cc2)c(SCc2ccccc2)c1. As a reaction SMILES: [Br:10][c:11]1[cH:12][cH:13][c:14]([C:17](=[O:18])[c:19]2[c:20]([F:27])[cH:21][c:22]([O:25][CH3:26])[cH:23][cH:24]2)[cH:15][cH:16]1.[C:30](=[O:31])([O-:32])[OH:33].[CH2:2]([c:3]1[cH:4][cH:5][cH:6][cH:7][cH:8]1)[SH:9].[CH2:35]1[O:36][CH2:37][CH2:38][CH2:39]1.[Cl-:28].[K:1].[NH4+:29].[Na+:34]>>[CH2:2]([c:3]1[cH:4][cH:5][cH:6][cH:7][cH:8]1)[S:9][c:20]1[c:19]([C:17]([c:14]2[cH:13][cH:12][c:11]([Br:10])[cH:16][cH:15]2)=[O:18])[cH:24][cH:23][c:22]([O:25][CH3:26])[cH:21]1. As a reaction SMILES: C([O:3][CH:4](OCC)[C:5]1[CH:10]=[C:9]([CH3:11])[N:8]=[C:7]([S:12][CH2:13][CH2:14][CH2:15][CH2:16][CH2:17][CH3:18])[N:6]=1)C.OS(O)(=O)=O.C([O-])([O-])=O.[Na+].[Na+]>C1COCC1>[CH2:13]([S:12][C:7]1[N:6]=[C:5]([CH:4]=[O:3])[CH:10]=[C:9]([CH3:11])[N:8]=1)[CH2:14][CH2:15][CH2:16][CH2:17][CH3:18] |f:2.3.4|. Yields the product C(CCCCC)SC1=NC(=CC(=N1)C=O)C (2-Hexylsulfanyl-6-methyl-pyrimidine-4-carbaldehyde). Procedure details: 4-Diethoxymethyl-2-hexylsulfanyl-6-methyl-pyrimidine(19 g, 60.8 mmol) was dissolved in THF (100 mL) and 4 N aqueous H2SO4 (100 mL) and heated at 50° C. for 33 h. Poured in cold 10% Na2CO3 solution (400 mL) and extracted with ethyl acetate and a sat. solution of NaCl. The crude oil was purified by silica gel chromatography with a heptane/DCM gradient of 100:0 to 67:33. One obtained 10.7 g (74%) of a yellow oil. Reactants: OS(=O)(=O)O (H2SO4), C(C)OC(C1=NC(=NC(=C1)C)SCCCCCC)OCC (4-Diethoxymethyl-2-hexylsulfanyl-6-methyl-pyrimidine), C(=O)([O-])[O-].[Na+].[Na+] (Na2CO3). Isolated yield 73.8%. The solvent is C1CCOC1 (THF). The reactants are C(C1=CC=CC=C1)OC=1C=C(C(=O)N[C@@H](CO)C2=CC=CC=C2)C=CC1 (2-(3-benzyloxybenzamido)-2(R)-phenylethan-1-ol), C1(=CC=CC=C1)P(C1=CC=CC=C1)C1=CC=CC=C1 (triphenylphosphine), N(=NC(=O)OC(C)C)C(=O)OC(C)C (diisopropyl azodicarboxylate). The solvent is O1CCCC1 (tetrahydrofuran), O1CCCC1 (tetrahydrofuran). Run at time 4 hour. Yields the product C(C1=CC=CC=C1)OC=1C=C(C=CC1)C=1OC[C@H](N1)C1=CC=CC=C1 (2-(3-benzyloxyphenyl)-4,5-dihydro-4(R)-phenyloxazole). Yield: 86.0%. As a reaction SMILES: [CH2:1]([O:8][C:9]1[CH:10]=[C:11]([CH:24]=[CH:25][CH:26]=1)[C:12]([NH:14][C@H:15]([C:18]1[CH:23]=[CH:22][CH:21]=[CH:20][CH:19]=1)[CH2:16][OH:17])=O)[C:2]1[CH:7]=[CH:6][CH:5]=[CH:4][CH:3]=1.C1(P(C2C=CC=CC=2)C2C=CC=CC=2)C=CC=CC=1.N(C(OC(C)C)=O)=NC(OC(C)C)=O>O1CCCC1>[CH2:1]([O:8][C:9]1[CH:10]=[C:11]([C:12]2[O:17][CH2:16][C@@H:15]([C:18]3[CH:23]=[CH:22][CH:21]=[CH:20][CH:19]=3)[N:14]=2)[CH:24]=[CH:25][CH:26]=1)[C:2]1[CH:7]=[CH:6][CH:5]=[CH:4][CH:3]=1. Reported procedure: To a mixture of 2-(3-benzyloxybenzamido)-2(R)-phenylethan-1-ol (29 g, 83 mmol) and triphenylphosphine (28.4 g, 108 mmol) in dry tetrahydrofuran (200 ml) was added dropwise a solution of diisopropyl azodicarboxylate (19.6 ml, 108 mmol) in dry tetrahydrofuran (30 ml). The reaction mixture was stirred for 4 hours and volatiles removed by evaporation. The residue was purified by column chromatography on silica gel eluting with ethyl acetate-hexane (=1:9) to afford 2-(3-benzyloxyphenyl)-4,5-dihydro-4... The reactants are C(C)(=O)N1CCCC2=CC=C(C=C12)C=1SC(=C(N1)C(=O)OCC)Cl (ethyl 2-(1-acetyl-1,2,3,4-tetrahydroquinolin-7-yl)-5-chlorothiazole-4-carboxylate), C1(=CC=CC=C1)O (phenol), [OH-].[K+] (KOH), CN(C)C=O (DMF). Solvent: CCOC(=O)C (EtOAc), O (water). Conditions: temperature 70 celsius. Yields the product C(C)(=O)N1CCCC2=CC=C(C=C12)C=1SC(=C(N1)C(=O)OCC)OC1=CC=CC=C1 (ethyl 2-(1-acetyl-1,2,3,4-tetrahydroquinolin-7-yl)-5-phenoxythiazole-4-carboxylate). Yield: 71.3%. As a reaction SMILES: [C:1]([N:4]1[C:13]2[C:8](=[CH:9][CH:10]=[C:11]([C:14]3[S:15][C:16](Cl)=[C:17]([C:19]([O:21][CH2:22][CH3:23])=[O:20])[N:18]=3)[CH:12]=2)[CH2:7][CH2:6][CH2:5]1)(=[O:3])[CH3:2].[C:25]1([OH:31])[CH:30]=[CH:29][CH:28]=[CH:27][CH:26]=1.[OH-].[K+].CN(C=O)C>CCOC(C)=O.O>[C:1]([N:4]1[C:13]2[C:8](=[CH:9][CH:10]=[C:11]([C:14]3[S:15][C:16]([O:31][C:25]4[CH:30]=[CH:29][CH:28]=[CH:27][CH:26]=4)=[C:17]([C:19]([O:21][CH2:22][CH3:23])=[O:20])[N:18]=3)[CH:12]=2)[CH2:7][CH2:6][CH2:5]1)(=[O:3])[CH3:2] |f:2.3|. Procedure: To ethyl 2-(1-acetyl-1,2,3,4-tetrahydroquinolin-7-yl)-5-chlorothiazole-4-carboxylate (1J) (0.250 g, 0.69 mmol), phenol (0.129 g, 1.4 mmol), and KOH (0.284 g, 2.1 mmol) was added DMF (10 mL). The reaction mixture was allowed to heat to 70° C. for 72 hours. The reaction mixture was cooled to rt and diluted with EtOAc and water. The layers were separated and the aqueous layer was extracted with EtOAc. The combined organic extracts were washed sequentially with water, brine, dried over MgSO4, filter... Reactants: NC1=CC=CC=C1 (aniline), ClC1=NC(=CC(=N1)N1[C@H](COCC1)C)C(C)(C)S(=O)(=O)C1=NC=CC=C1 (2-chloro-4-[(3S)-3-methylmorpholin-4-yl]-6-(2-pyridin-2-ylsulfonylpropan-2-yl)pyrimidine), C(C)O (ethanol), CN(C)C=O (DMF). Reagents/catalysts: Cl[Pd]([P](C1=CC=CC=C1)(C2=CC=CC=C2)C3=CC=CC=C3)([P](C4=CC=CC=C4)(C5=CC=CC=C5)C6=CC=CC=C6)Cl (bis(triphenylphosphine)palladium(II) chloride). The solvent is COCCOC (DME), O (water). Reaction conditions: temperature 80 celsius, time 90 minute. Product: C[C@@H]1N(CCOC1)C1=NC(=NC(=C1)C(C)(C)S(=O)(=O)C1=NC=CC=C1)C1=CC=C(N)C=C1 (4-[4-[(3S)-3-Methylmorpholin-4-yl]-6-(2-pyridin-2-ylsulfonylpropan-2-yl)pyrimidin-2-yl]aniline). Isolated yield 75.6%. As a reaction SMILES: [NH2:1][C:2]1[CH:7]=[CH:6][CH:5]=[CH:4][CH:3]=1.Cl[C:9]1[N:14]=[C:13]([N:15]2[CH2:20][CH2:19][O:18][CH2:17][C@@H:16]2[CH3:21])[CH:12]=[C:11]([C:22]([S:25]([C:28]2[CH:33]=[CH:32][CH:31]=[CH:30][N:29]=2)(=[O:27])=[O:26])([CH3:24])[CH3:23])[N:10]=1.C(O)C.CN(C=O)C>COCCOC.Cl[Pd](Cl)([P](C1C=CC=CC=1)(C1C=CC=CC=1)C1C=CC=CC=1)[P](C1C=CC=CC=1)(C1C=CC=CC=1)C1C=CC=CC=1.O>[CH3:21][C@H:16]1[CH2:17][O:18][CH2:19][CH2:20][N:15]1[C:13]1[CH:12]=[C:11]([C:22]([S:25]([C:28]2[CH:33]=[CH:32][CH:31]=[CH:30][N:29]=2)(=[O:27])=[O:26])([CH3:24])[CH3:23])[N:10]=[C:9]([C:5]2[CH:6]=[CH:7][C:2]([NH2:1])=[CH:3][CH:4]=2)[N:14]=1 |^1:50,69|. Procedure details: Tetramethyl-1,3,2-dioxaborolan-2-yl)aniline (0.773 g, 3.53 mmol) and 2-chloro-4-[(3S)-3-methylmorpholin-4-yl]-6-(2-pyridin-2-ylsulfonylpropan-2-yl)pyrimidine (1.4 g, 3.53 mmol) were suspended in a mixture of DME (10 mL), ethanol (10.00 mL), DMF (10.00 mL) and water (10 mL) at RT under nitrogen. The mixture was purged with nitrogen and bis(triphenylphosphine)palladium(II) chloride (0.124 g, 0.18 mmol) was added. The resulting suspension was stirred at 80° C. for 90 minutes under an atmosphere of ... The reactants are CN(CCC(O)C=1SC=CC1)C (3-dimethylamino-1-(2-thienyl)propan-1-ol), FC1=CC=CC2=CC=CC=C12 (fluoronaphthalene). The product is CN(C)CCC(C=1SC=CC1)OC1=CC=CC2=CC=CC=C12 (N,N-dimethyl-3-(1-naphthyloxy)-3-(2-thienyl)propylamine). RXN SMILES: [CH3:1][N:2]([CH3:12])[CH2:3][CH2:4][CH:5]([C:7]1[S:8][CH:9]=[CH:10][CH:11]=1)[OH:6].F[C:14]1[C:23]2[C:18](=[CH:19][CH:20]=[CH:21][CH:22]=2)[CH:17]=[CH:16][CH:15]=1>>[CH3:12][N:2]([CH2:3][CH2:4][CH:5]([O:6][C:22]1[C:23]2[C:18](=[CH:17][CH:16]=[CH:15][CH:14]=2)[CH:19]=[CH:20][CH:21]=1)[C:7]1[S:8][CH:9]=[CH:10][CH:11]=1)[CH3:1]. Procedure: In this example, 2-acetylthiophene is used as the starting material for reacting with formaldehyde and dimethylamine to form a Mannich product namely 3-dimethylamino-1-(2-thienyl)propan-1-one. A hydride reduction is performed on this propanone to form corresponding 3-dimethylamino-1-(2-thienyl)propan-1-ol. The resulting propanol is then reacted with fluoronaphthalene to form N,N-dimethyl-3-(1-naphthyloxy)-3-(2-thienyl)propylamine. Subsequently, racemic Duloxetine® is obtained by demethylation of... The reactants are Cc1ccc(NC(=O)c2ccsc2)cc1B1OC(C)(C)C(C)(C)O1, COc1cccc(CNC(=O)c2ccc(Cl)nc2)c1. Yields the product COc1cccc(CNC(=O)c2ccc(-c3cc(NC(=O)c4ccsc4)ccc3C)nc2)c1. Reaction SMILES: [CH3:20][c:21]1[c:22]([B:35]2[O:36][C:37]([CH3:38])([CH3:39])[C:40]([CH3:41])([CH3:42])[O:43]2)[cH:23][c:24]([NH:27][C:28](=[O:29])[c:30]2[cH:31][s:32][cH:33][cH:34]2)[cH:25][cH:26]1.[Cl:1][c:2]1[n:3][cH:4][c:5]([C:6](=[O:7])[NH:8][CH2:9][c:10]2[cH:11][c:12]([O:16][CH3:17])[cH:13][cH:14][cH:15]2)[cH:18][cH:19]1>>[c:2]1(-[c:22]2[c:21]([CH3:20])[cH:26][cH:25][c:24]([NH:27][C:28](=[O:29])[c:30]3[cH:31][s:32][cH:33][cH:34]3)[cH:23]2)[n:3][cH:4][c:5]([C:6](=[O:7])[NH:8][CH2:9][c:10]2[cH:11][c:12]([O:16][CH3:17])[cH:13][cH:14][cH:15]2)[cH:18][cH:19]1. Reactants: CO, COC(=O)c1ccc2c(C3CCCCC3)c3n(c2c1)CCOc1c(OCCN2CCCCC2)cccc1-3, Cl, [Na+], C1CCOC1, [OH-]. Yields the product O=C(O)c1ccc2c(C3CCCCC3)c3n(c2c1)CCOc1c(OCCN2CCCCC2)cccc1-3, Cl. Reaction SMILES: [CH3:46][OH:47].[CH:1]1([c:7]2[c:8]3[c:9]([n:10]4[c:16]2-[c:15]2[c:14]([c:20]([O:21][CH2:22][CH2:23][N:24]5[CH2:25][CH2:26][CH2:27][CH2:28][CH2:29]5)[cH:19][cH:18][cH:17]2)[O:13][CH2:12][CH2:11]4)[cH:30][c:31]([C:34](=[O:35])[O:36][CH3:37])[cH:32][cH:33]3)[CH2:2][CH2:3][CH2:4][CH2:5][CH2:6]1.[ClH:40].[Na+:39].[O:41]1[CH2:42][CH2:43][CH2:44][CH2:45]1.[OH-:38]>>[CH:1]1([c:7]2[c:8]3[c:9]([n:10]4[c:16]2-[c:15]2[c:14]([c:20]([O:21][CH2:22][CH2:23][N:24]5[CH2:25][CH2:26][CH2:27][CH2:28][CH2:29]5)[cH:19][cH:18][cH:17]2)[O:13][CH2:12][CH2:11]4)[cH:30][c:31]([C:34](=[O:35])[OH:36])[cH:32][cH:33]3)[CH2:2][CH2:3][CH2:4][CH2:5][CH2:6]1.[ClH:40].